The task is: describe an organic reaction: reactants, conditions, products, and yield. This data is from the Open Reaction Database (ORD), a public repository of structured organic reaction records. Reactants: C1COCCOCCOCCOCCO1, Cc1[nH]ccc1C=O, Cl, [H-], [Na+], O=S(=O)(Cl)c1cccnc1. Product: Cc1c(C=O)ccn1S(=O)(=O)c1cccnc1. Reaction SMILES: [CH2:11]1[O:12][CH2:13][CH2:14][O:15][CH2:16][CH2:17][O:18][CH2:19][CH2:20][O:21][CH2:22][CH2:23][O:24][CH2:25]1.[CH3:1][c:2]1[nH:3][cH:4][cH:5][c:6]1[CH:7]=[O:8].[ClH:26].[H-:9].[Na+:10].[n:27]1[cH:28][c:29]([S:33](=[O:34])(=[O:35])[Cl:36])[cH:30][cH:31][cH:32]1>>[CH3:1][c:2]1[n:3]([S:33]([c:29]2[cH:28][n:27][cH:32][cH:31][cH:30]2)(=[O:34])=[O:35])[cH:4][cH:5][c:6]1[CH:7]=[O:8]. The reactants are [Br-], Br, CC(=O)O, O=N[O-], Cc1ccc(N)cc1C#N, [Na+], O=S(=O)(O)O. Yields the product Cc1ccc(Br)cc1C#N. As a reaction SMILES: [Br-:20].[BrH:25].[CH3:21][C:22](=[O:23])[OH:24].[N:6]([O-:7])=[O:8].[NH2:10][c:11]1[cH:12][cH:13][c:14]([CH3:19])[c:15]([C:16]#[N:17])[cH:18]1.[Na+:9].[S:1](=[O:2])(=[O:3])([OH:4])[OH:5]>>[c:11]1([Br:20])[cH:12][cH:13][c:14]([CH3:19])[c:15]([C:16]#[N:17])[cH:18]1. Reactants: Cl (HCl), COC[C@@H]1CCC[C@@H]2SCC[C@@H](C(N21)=O)NC(OC(C)(C)C)=O (tert-butyl (4S,7S,10aS)-7-(methoxymethyl)-5-oxooctahydro-2H-pyrido[2,1-b][1,3]thiazepin-4-ylcarbamate). Run at time 8 hour. Product: Cl.N[C@@H]1C(N2[C@@H](SCC1)CCC[C@H]2COC)=O ((4S,7S,10aS)-4-Amino-7-(methoxymethyl)hexahydro-2H-pyrido[2,1-b][1,3]thiazepin-5(7H)-one hydrochloride). Isolated yield 93.0%. RXN SMILES: [ClH:1].[CH3:2][O:3][CH2:4][C@H:5]1[N:15]2[C@@H:9]([S:10][CH2:11][CH2:12][C@H:13]([NH:17]C(=O)OC(C)(C)C)[C:14]2=[O:16])[CH2:8][CH2:7][CH2:6]1>>[ClH:1].[NH2:17][C@H:13]1[CH2:12][CH2:11][S:10][C@H:9]2[CH2:8][CH2:7][CH2:6][C@@H:5]([CH2:4][O:3][CH3:2])[N:15]2[C:14]1=[O:16] |f:2.3|. Procedure details: A solution of HCl (4.0 N in dioxane, 1 mL) was added to a reaction flask containing tert-butyl (4S,7S,10aS)-7-(methoxymethyl)-5-oxooctahydro-2H-pyrido[2,1-b][1,3]thiazepin-4-ylcarbamate (83 mg, 0.24 mmol). The reaction mixture was then stirred at rt overnight. The reaction mixture was concentrated. Ether was added to the residue. A white solid formed. The mixture was stirred for 5 min and then filtered. The solid was dried under vacuum to give (4S,7S,10aS)-4-Amino-7-(methoxymethyl)hexahydro-2H-p...